This data is from the Open Reaction Database (ORD), a public repository of structured organic reaction records. The task is: describe an organic reaction: reactants, conditions, products, and yield Starting materials: ClC1=NC2=CC(=CC=C2C=C1[C@H](C)N1C(C2=CC=CC=C2C1=O)=O)F ((S)-2-(1-(2-chloro-7-fluoroquinolin-3-yl)ethyl)isoindoline-1,3-dione), FC=1C=C(C=CC1)B(O)O (3-fluorophenylboronic acid), C([O-])([O-])=O.[Na+].[Na+] (sodium carbonate), N#N (N2). The reagents and catalysts are C=1C=CC(=CC1)[P](C=2C=CC=CC2)(C=3C=CC=CC3)[Pd]([P](C=4C=CC=CC4)(C=5C=CC=CC5)C=6C=CC=CC6)([P](C=7C=CC=CC7)(C=8C=CC=CC8)C=9C=CC=CC9)[P](C=1C=CC=CC1)(C=1C=CC=CC1)C=1C=CC=CC1 (Pd(PPh3)4). Solvent: CC#N (MeCN), O (water), CCOC(=O)C (EtOAc). Conditions: temperature 90 celsius, time 8 hour. The product is FC1=CC=C2C=C(C(=NC2=C1)C1=CC(=CC=C1)F)[C@H](C)NC(=O)C1=C(C(=O)O)C=CC=C1 (2-(((S)-1-(7-fluoro-2-(3-fluorophenyl)quinolin-3-yl)ethyl)carbamoyl)benzoic acid). The yield is 65.6%. RXN SMILES: Cl[C:2]1[C:11]([C@@H:12]([N:14]2C(=O)[C:21]3[C:16](=[CH:17][CH:18]=[CH:19][CH:20]=3)[C:15]2=[O:24])[CH3:13])=[CH:10][C:9]2[C:4](=[CH:5][C:6]([F:25])=[CH:7][CH:8]=2)[N:3]=1.[F:26][C:27]1[CH:28]=[C:29](B(O)O)[CH:30]=[CH:31][CH:32]=1.[C:36](=[O:39])([O-])[O-:37].[Na+].[Na+].N#N>CC#N.O.CCOC(C)=O.C1C=CC([P]([Pd]([P](C2C=CC=CC=2)(C2C=CC=CC=2)C2C=CC=CC=2)([P](C2C=CC=CC=2)(C2C=CC=CC=2)C2C=CC=CC=2)[P](C2C=CC=CC=2)(C2C=CC=CC=2)C2C=CC=CC=2)(C2C=CC=CC=2)C2C=CC=CC=2)=CC=1>[F:25][C:6]1[CH:5]=[C:4]2[C:9]([CH:10]=[C:11]([C@@H:12]([NH:14][C:15]([C:16]3[CH:21]=[CH:20][CH:19]=[CH:18][C:17]=3[C:36]([OH:37])=[O:39])=[O:24])[CH3:13])[C:2]([C:31]3[CH:30]=[CH:29][CH:28]=[C:27]([F:26])[CH:32]=3)=[N:3]2)=[CH:8][CH:7]=1 |f:2.3.4,^1:57,59,78,97|. Procedure details: To a solution of (S)-2-(1-(2-chloro-7-fluoroquinolin-3-yl)ethyl)isoindoline-1,3-dione (150 mg, 423 μmol), 3-fluorophenylboronic acid (65 mg, 465 μmol) and sodium carbonate (90 mg, 846 μmol) in MeCN (8 mL) and water (2 mL) was purged with N2 followed by the addition of Pd(PPh3)4 (24 mg, 21 μmol) and the resulting mixture was stirred at 90° C. overnight. The reaction mixture was diluted with EtOAc washed with water, brine and dried over Na2SO4. Purification using preparatory TLC eluted with 100% E... Starting materials: O1C(CCCC1)OCC1=CC=C(C=N1)CO ((6-((tetrahydro-2H-pyran-2-yloxy)methyl)pyridin-3-yl)methanol), C[N+]1(CCOCC1)[O-] (NMO). The reagents and catalysts are CCC[N+](CCC)(CCC)CCC.[O-][Ru](=O)(=O)=O (TPAP). Run in C(Cl)Cl (CH2Cl2). Conditions: time 20 minute. Yields the product O1C(CCCC1)OCC1=NC=C(C=O)C=C1 (6-((tetrahydro-2H-pyran-2-yloxy)methyl)nicotinaldehyde). Yield: 42.2%. As a reaction SMILES: [O:1]1[CH2:6][CH2:5][CH2:4][CH2:3][CH:2]1[O:7][CH2:8][C:9]1[N:14]=[CH:13][C:12]([CH2:15][OH:16])=[CH:11][CH:10]=1.C[N+]1([O-])CCOCC1>C(Cl)Cl.CCC[N+](CCC)(CCC)CCC.[O-][Ru](=O)(=O)=O>[O:1]1[CH2:6][CH2:5][CH2:4][CH2:3][CH:2]1[O:7][CH2:8][C:9]1[CH:10]=[CH:11][C:12]([CH:15]=[O:16])=[CH:13][N:14]=1 |f:3.4|. Reported procedure: (6-((tetrahydro-2H-pyran-2-yloxy)methyl)pyridin-3-yl)methanol (1.3 g, 6.0 mmol) was dissolved in CH2Cl2 (80 mL) and NMO (0.846 g, 7.2 mmol) and TPAP (0.210 g, 0.6 mmol) were added. After stirring at room temperature for 20 minutes, the reaction mixture was filtered through Celite®, and the filtrate was concentrated. Purification of the residue by flash chromatography on silica gel, eluting with 30% ethyl acetate/heptane to 75% ethyl acetate/heptane, afforded 6-((tetrahydro-2H-pyran-2-yloxy)methy... Starting materials: O1CCCC1 (tetrahydrofuran), C(CCCCCCCCCCCCC)OC1=CC=C(C=C1)CC(=O)NC1=CC(=CC=C1)CC=1SC=CN1 (4-(tetradecyloxy)-N-[3-(2-thiazolylmethyl)phenyl]benzeneacetamide), Cl (hydrogen chloride). Run in CCOCC (ether), CCOCC (ether). The product is Cl.C(CCCCCCCCCCCCC)OC1=CC=C(C=C1)CC(=O)NC1=CC(=CC=C1)CC=1SC=CN1 (4-(Tetradecyloxy)-N-[3-(2-thiazolylmethyl)phenyl]benzeneacetamide monohydrochloride). Reaction SMILES: O1CCCC1.[CH2:6]([O:20][C:21]1[CH:26]=[CH:25][C:24]([CH2:27][C:28]([NH:30][C:31]2[CH:36]=[CH:35][CH:34]=[C:33]([CH2:37][C:38]3[S:39][CH:40]=[CH:41][N:42]=3)[CH:32]=2)=[O:29])=[CH:23][CH:22]=1)[CH2:7][CH2:8][CH2:9][CH2:10][CH2:11][CH2:12][CH2:13][CH2:14][CH2:15][CH2:16][CH2:17][CH2:18][CH3:19].[ClH:43]>CCOCC>[ClH:43].[CH2:6]([O:20][C:21]1[CH:22]=[CH:23][C:24]([CH2:27][C:28]([NH:30][C:31]2[CH:36]=[CH:35][CH:34]=[C:33]([CH2:37][C:38]3[S:39][CH:40]=[CH:41][N:42]=3)[CH:32]=2)=[O:29])=[CH:25][CH:26]=1)[CH2:7][CH2:8][CH2:9][CH2:10][CH2:11][CH2:12][CH2:13][CH2:14][CH2:15][CH2:16][CH2:17][CH2:18][CH3:19] |f:4.5|. Procedure details: To a tetrahydrofuran:ether solution of 4-(tetradecyloxy)-N-[3-(2-thiazolylmethyl)phenyl]benzeneacetamide is added ether saturated with hydrogen chloride. The resulting solid is collected by centrifugation and dried in Vacuum to give 0.18 g of the desired product as a tan solid, m.p. 155°-158° C. Starting materials: CCN(CC)S(F)(F)F, ClCCl, COc1ccccc1C1(O)CCC(c2ccccc2)(c2ccccc2)C2CN(C(=O)OC(C)(C)C)CC21. Product: COc1ccccc1C1(F)CCC(c2ccccc2)(c2ccccc2)C2CN(C(=O)OC(C)(C)C)CC21. Reaction SMILES: [CH2:1]([N:2]([S:3]([F:4])([F:5])[F:7])[CH2:6][CH3:8])[CH3:9].[CH2:47]([Cl:48])[Cl:49].[c:10]1([C:16]2([c:41]3[cH:42][cH:43][cH:44][cH:45][cH:46]3)[CH2:17][CH2:18][C:19]([OH:32])([c:33]3[c:34]([O:39][CH3:40])[cH:35][cH:36][cH:37][cH:38]3)[CH:20]3[CH2:21][N:22]([C:25](=[O:26])[O:27][C:28]([CH3:29])([CH3:30])[CH3:31])[CH2:23][CH:24]23)[cH:11][cH:12][cH:13][cH:14][cH:15]1>>[F:7][C:19]1([c:33]2[c:34]([O:39][CH3:40])[cH:35][cH:36][cH:37][cH:38]2)[CH2:18][CH2:17][C:16]([c:10]2[cH:11][cH:12][cH:13][cH:14][cH:15]2)([c:41]2[cH:42][cH:43][cH:44][cH:45][cH:46]2)[CH:24]2[CH:20]1[CH2:21][N:22]([C:25](=[O:26])[O:27][C:28]([CH3:29])([CH3:30])[CH3:31])[CH2:23]2. The reactants are NCCCCON1C(=NC=2C(=NC=3C=CC=CC3C21)N)CCCC (1-(4-aminobutoxy)-2-butyl-1H-imidazo[4,5-c]quinolin-4-amine), C(CCCC)O (1-pentanol), C(\C=C/C(=O)O)(=O)O (maleic acid), C(CCCC)O (1-pentanol). The product is maleate salt, NCCCCON1C(=NC=2C(=NC=3C=CC=CC3C21)N)CCCC (1-(4-aminobutoxy)-2-butyl-1H-imidazo[4,5-c]quinolin-4-amine), C(\C=C/C(=O)O)(=O)O.C(\C=C/C(=O)O)(=O)O.NCCCCON1C(=NC=2C(=NC=3C=CC=CC3C21)N)CCCC (1-(4-aminobutoxy)-2-butyl-1H-imidazo[4,5-c]quinolin-4-amine bis maleate salt). RXN SMILES: [C:1]([OH:8])(=[O:7])/[CH:2]=[CH:3]\[C:4]([OH:6])=[O:5].[NH2:9][CH2:10][CH2:11][CH2:12][CH2:13][O:14][N:15]1[C:27]2[C:26]3[CH:25]=[CH:24][CH:23]=[CH:22][C:21]=3[N:20]=[C:19]([NH2:28])[C:18]=2[N:17]=[C:16]1[CH2:29][CH2:30][CH2:31][CH3:32].C(O)CCCC>>[NH2:9][CH2:10][CH2:11][CH2:12][CH2:13][O:14][N:15]1[C:27]2[C:26]3[CH:25]=[CH:24][CH:23]=[CH:22][C:21]=3[N:20]=[C:19]([NH2:28])[C:18]=2[N:17]=[C:16]1[CH2:29][CH2:30][CH2:31][CH3:32].[C:1]([OH:8])(=[O:7])/[CH:2]=[CH:3]\[C:4]([OH:6])=[O:5].[C:1]([OH:8])(=[O:7])/[CH:2]=[CH:3]\[C:4]([OH:6])=[O:5].[NH2:9][CH2:10][CH2:11][CH2:12][CH2:13][O:14][N:15]1[C:27]2[C:26]3[CH:25]=[CH:24][CH:23]=[CH:22][C:21]=3[N:20]=[C:19]([NH2:28])[C:18]=2[N:17]=[C:16]1[CH2:29][CH2:30][CH2:31][CH3:32] |f:4.5.6|. Reported procedure: The maleate salt of 1-(4-aminobutoxy)-2-butyl-1H-imidazo[4,5-c]quinolin-4-amine was prepared by dissolving maleic acid (4.83 g) in 1-pentanol (50 mL) and adding it with stirring to the solution of 1-(4-aminobutoxy)-2-butyl-1H-imidazo[4,5-c]quinolin-4-amine in 1-pentanol. The resulting precipitate was collected by filtration and dried to yield 7.69 g of 1-(4-aminobutoxy)-2-butyl-1H-imidazo[4,5-c]quinolin-4-amine bis maleate salt. 1H-NMR (DMSO-d6): δ 0.96 (t, 3H), 1.44 (m, 2H), 1.7-1.95 (m, 4H), 2... Starting materials: ClC=1C=C(C=CC1Cl)C1=C(C(NN=C1C)=O)C1=C(C=C(C=C1F)F)F (5-(3,4-dichlorophenyl)-6-methyl-4-(2,4,6-trifluorophenyl)-2H-pyridazin-3-one), P(=O)(Cl)(Cl)Cl (phosphorus oxychloride). Reaction conditions: temperature 110 celsius, time 1 hour. The product is ClC=1N=NC(=C(C1C1=C(C=C(C=C1F)F)F)C1=CC(=C(C=C1)Cl)Cl)C (3-chloro-5-(3,4-dichlorophenyl)-6-methyl-4-(2,4,6-trifluoro phenyl)pyridazine). As a reaction SMILES: [Cl:1][C:2]1[CH:3]=[C:4]([C:9]2[C:14]([CH3:15])=[N:13][NH:12][C:11](=O)[C:10]=2[C:17]2[C:22]([F:23])=[CH:21][C:20]([F:24])=[CH:19][C:18]=2[F:25])[CH:5]=[CH:6][C:7]=1[Cl:8].P(Cl)(Cl)([Cl:28])=O>>[Cl:28][C:11]1[N:12]=[N:13][C:14]([CH3:15])=[C:9]([C:4]2[CH:5]=[CH:6][C:7]([Cl:8])=[C:2]([Cl:1])[CH:3]=2)[C:10]=1[C:17]1[C:22]([F:23])=[CH:21][C:20]([F:24])=[CH:19][C:18]=1[F:25]. Reported procedure: 1.75 g of 5-(3,4-dichlorophenyl)-6-methyl-4-(2,4,6-trifluorophenyl)-2H-pyridazin-3-one and 6 ml of phosphorus oxychloride were mixed and stirred at 110° C. for 1 hour. The reaction mixture was allowed to cool down to room temperature and concentrated under reduced pressure. To the residue was added ethyl acetate and ice water, and was separated to two layer. The organic layer was washed sequentially with water and saturated brine, and dried over anhydrous sodium sulfate, then, concentrated under...